Dataset: the Open Reaction Database (ORD), a public repository of structured organic reaction records. Task: describe an organic reaction: reactants, conditions, products, and yield Yield: 92.5%. Yields the product C(C)OC(=O)C1=NN(C2=CC(=CC=C12)O)C1OCCCC1 (Ethyl6-hydroxy-1-(tetrahydro-2H-pyran-2-yl)-indazole-3-carboxylate). Procedure: Ethyl6-(tert-butyldiphenylsilyloxy)-1-(tetrahydro-2H-pyran-2-yl)-indazole-3-carboxylate (1.299 g) which can be prepared according to the method described in Reference example 19, etc. was dissolved in dehydrated THF (12.3 mL; manufactured by Kanto Chemical Co., Inc.), added with 1 mol/L-TBAF-THF solution (3.69 mL; manufactured by Sigma-Aldrich Co.), followed by stirring for 2 hours at room temperature under nitrogen atmosphere. The reaction solution was added with ethyl acetate, washed three tim... As a reaction SMILES: [CH2:1]([O:3][C:4]([C:6]1[C:14]2[C:9](=[CH:10][C:11]([O:15][Si](C(C)(C)C)(C3C=CC=CC=3)C3C=CC=CC=3)=[CH:12][CH:13]=2)[N:8]([CH:33]2[CH2:38][CH2:37][CH2:36][CH2:35][O:34]2)[N:7]=1)=[O:5])[CH3:2].CCCC[N+](CCCC)(CCCC)CCCC.[F-].C1COCC1.C(OCC)(=O)C>C1COCC1>[CH2:1]([O:3][C:4]([C:6]1[C:14]2[C:9](=[CH:10][C:11]([OH:15])=[CH:12][CH:13]=2)[N:8]([CH:33]2[CH2:38][CH2:37][CH2:36][CH2:35][O:34]2)[N:7]=1)=[O:5])[CH3:2] |f:1.2.3|. Conditions: time 2 hour. Solvent: C1CCOC1 (THF). Reactants: C(C)OC(=O)C1=NN(C2=CC(=CC=C12)O[Si](C1=CC=CC=C1)(C1=CC=CC=C1)C(C)(C)C)C1OCCCC1 (Ethyl6-(tert-butyldiphenylsilyloxy)-1-(tetrahydro-2H-pyran-2-yl)-indazole-3-carboxylate), CCCC[N+](CCCC)(CCCC)CCCC.[F-].C1CCOC1 (TBAF THF), C(C)(=O)OCC (ethyl acetate). The reactants are CI (methyl iodide), Cl (hydrochloric acid), O1CCCC1.C(C)(C)[N-]C(C)C.[Li+] (lithium diisopropylamide mono (tetrahydrofuran)), C(C)OC1=CC(CCC1)=O (3-ethoxy-2-cyclohexen-1-one), [OH-].[Na+] (NaOH). Run in O1CCCC1 (tetrahydrofuran), C(C)O (ethanol), O (Water), O1CCCC1 (tetrahydrofuran), O1CCCC1 (tetrahydrofuran). Conditions: time 45 minute. Yields the product CC1C(CC(CC1)=O)=O ((±) 4-Methyl-1,3-cyclohexanedione). Isolated yield 92.0%. Reaction SMILES: O1CCC[CH2:2]1.C([N-]C(C)C)(C)C.[Li+].C([O:16][C:17]1[CH2:22][CH2:21][CH2:20][C:19](=[O:23])[CH:18]=1)C.CI.Cl.[OH-].[Na+]>O1CCCC1.C(O)C.O>[CH3:2][CH:22]1[CH2:21][CH2:20][C:19](=[O:23])[CH2:18][C:17]1=[O:16] |f:0.1.2,6.7|. Procedure: To a stirred solution of lithium diisopropylamide mono (tetrahydrofuran) (100 ml, 150 mM, 1.5M solution) in dry tetrahydrofuran (100 ml) under an atmosphere of nitrogen and at -78° C. was added dropwise 3-ethoxy-2-cyclohexen-1-one (21.0 g, 150 mM) dissolved in tetrahydrofuran (70 ml) over a period of 15 min. After an additional 45 min, methyl iodide (21.29 g, 150 mM) dissolved in dry tetrahydrofuran (10 ml) was added dropwise over a period of 5 min. After a further 15 min the cooling bath was re... Reactants: CO, Cc1ccc([N+](=O)[O-])c(OC(C)C)c1, [H][H]. The product is Cc1ccc(N)c(OC(C)C)c1. As a reaction SMILES: [CH3:17][OH:18].[CH3:1][c:2]1[cH:3][cH:4][c:5]([N+:12]([O-:13])=[O:14])[c:6]([O:8][CH:9]([CH3:10])[CH3:11])[cH:7]1.[H:15][H:16]>>[CH3:1][c:2]1[cH:3][cH:4][c:5]([NH2:12])[c:6]([O:8][CH:9]([CH3:10])[CH3:11])[cH:7]1. Reactants: [Al+3], C1=CCC([Ru]C2=CC=CC2)=C1, CC(=O)OC(C)=O, [Cl-], [Cl-], [Cl-], ClCCl, O. The product is CC(=O)C1=C([Ru]C2=CC=CC2)CC=C1. Reaction SMILES: [Al+3:13].[C:1]1([Ru:6][C:7]2=[CH:8][CH:9]=[CH:10][CH2:11]2)=[CH:2][CH:3]=[CH:4][CH2:5]1.[CH3:19][C:20](=[O:21])[O:22][C:23](=[O:24])[CH3:25].[Cl-:12].[Cl-:14].[Cl-:15].[Cl:16][CH2:17][Cl:18].[OH2:26]>>[C:1]1([Ru:6][C:7]2=[C:8]([C:20]([CH3:19])=[O:21])[CH:9]=[CH:10][CH2:11]2)=[CH:2][CH:3]=[CH:4][CH2:5]1.